This data is from the Open Reaction Database (ORD), a public repository of structured organic reaction records. The task is: describe an organic reaction: reactants, conditions, products, and yield Starting materials: CN=C=O (Methylisocyanate), NC=1C=C(C2=C(C(CO2)(C)C)C1)C(C)(C)C (5-amino-7-tert-butyl-2,3-dihydro-3,3-dimethylbenzofuran). Solvent: CCOCC (Et2O). Conditions: time 0.5 hour. The product is C(C)(C)(C)C1=CC(=CC=2C(COC21)(C)C)NC(=O)NC (N-(7-tert-Butyl-2,3-dihydro-3,3-dimethyl-5-benzofuranyl)-N'-methyl urea). Isolated yield 55.5%. RXN SMILES: [CH3:1][N:2]=[C:3]=[O:4].[NH2:5][C:6]1[CH:7]=[C:8]([C:17]([CH3:20])([CH3:19])[CH3:18])[C:9]2[O:13][CH2:12][C:11]([CH3:15])([CH3:14])[C:10]=2[CH:16]=1>CCOCC>[C:17]([C:8]1[C:9]2[O:13][CH2:12][C:11]([CH3:14])([CH3:15])[C:10]=2[CH:16]=[C:6]([NH:5][C:3]([NH:2][CH3:1])=[O:4])[CH:7]=1)([CH3:20])([CH3:19])[CH3:18]. Procedure: Methylisocyanate (0.14 mL, 2.28 mmol) is added dropwise to a solution of 5-amino-7-tert-butyl-2,3-dihydro-3,3-dimethylbenzofuran (500 mg, 2.28 mmol) in Et2O (5 mL). A solid forms over 0.5 h and the reaction is quenched with H2O (10 mL) after 1 h. The reaction is extracted with Et2O (3×10 mL) and the organic layers dried (MgSO4) and evaporated to a tan solid (550 mg). This solid is recrystallized from EtOAc to give the product as white prisms (350 mg, 56%), mp=193°-194° C. The reactants are N1C(CC2=CC=CC=C12)=S (2-indolinethione), C(C=C)(=O)O (acrylic acid). Solvent: C(C)N(CC)CC (triethylamine). Yields the product N1C(=CC2=CC=CC=C12)SCCC(=O)O (3-(2-Indolylthio)Propionic Acid). Reaction SMILES: [NH:1]1[C:9]2[C:4](=[CH:5][CH:6]=[CH:7][CH:8]=2)[CH2:3][C:2]1=[S:10].[C:11]([OH:15])(=[O:14])[CH:12]=[CH2:13]>C(N(CC)CC)C>[NH:1]1[C:9]2[C:4](=[CH:5][CH:6]=[CH:7][CH:8]=2)[CH:3]=[C:2]1[S:10][CH2:13][CH2:12][C:11]([OH:15])=[O:14]. Reported procedure: One liter of triethylamine is added slowly in the course of 2 hours 30 minutes to a vigorously stirred suspension of 194 g (1.3 mol) of 2-indolinethione (prepared according to Y. Nakisumi and Coll. Chem. Pharm. Bull. 1984, 32, (3), 877) in 108 g (1.5 mol) of acrylic acid. The mixture is brought to reflux for 12 hours while stirring is maintained, and then cooled and concentrated under vacuum. The residue is taken up with 10% strength aqueous sodium bicarbonate solution and the mixture is filtere... The reactants are C(C)N1N=CC=2C1=NC(=C(C2NC2CCOCC2)CNC(=O)C2=CC(=CC=C2)C(=O)NCC=2C=C(C=CC2C)C2=CC(=CC=C2)C=O)CC (N-{[1,6-diethyl-4-(tetrahydro-2H-pyran-4-ylamino)-1H-pyrazolo[3,4-b]pyridin-5-yl]methyl}-N′-[(3′-formyl-4-methyl-3-biphenylyl)methyl]-1,3-benzenedicarboxamide), CN1CCNCC1 (1-methyl piperazine), CC(=O)O (AcOH), [BH-](OC(=O)C)(OC(=O)C)OC(=O)C.[Na+] (NaBH(OAc)3). Run in C(Cl)Cl (DCM). Run at time 8 hour. The product is C(C)N1N=CC=2C1=NC(=C(C2NC2CCOCC2)CNC(=O)C2=CC(=CC=C2)C(=O)NCC=2C=C(C=CC2C)C2=CC(=CC=C2)CN2CCN(CC2)C)CC (N-{[1,6-diethyl-4-(tetrahydro-2H-pyran-4-ylamino)-1H-pyrazolo[3,4-b]pyridin-5-yl]methyl}-N′-({4-methyl-3′-[(4-methyl-1-piperazinyl)methyl]-3-biphenylyl}methyl)-1,3-benzenedicarboxamide). The yield is 29.6%. RXN SMILES: [CH2:1]([N:3]1[C:7]2=[N:8][C:9]([CH2:48][CH3:49])=[C:10]([CH2:19][NH:20][C:21]([C:23]3[CH:28]=[CH:27][CH:26]=[C:25]([C:29]([NH:31][CH2:32][C:33]4[CH:34]=[C:35]([C:40]5[CH:45]=[CH:44][CH:43]=[C:42](C=O)[CH:41]=5)[CH:36]=[CH:37][C:38]=4[CH3:39])=[O:30])[CH:24]=3)=[O:22])[C:11]([NH:12][CH:13]3[CH2:18][CH2:17][O:16][CH2:15][CH2:14]3)=[C:6]2[CH:5]=[N:4]1)[CH3:2].[CH3:50][N:51]1[CH2:56][CH2:55][NH:54][CH2:53][CH2:52]1.[CH3:57]C(O)=O.[BH-](OC(C)=O)(OC(C)=O)OC(C)=O.[Na+]>C(Cl)Cl>[CH2:1]([N:3]1[C:7]2=[N:8][C:9]([CH2:48][CH3:49])=[C:10]([CH2:19][NH:20][C:21]([C:23]3[CH:28]=[CH:27][CH:26]=[C:25]([C:29]([NH:31][CH2:32][C:33]4[CH:34]=[C:35]([C:40]5[CH:45]=[CH:44][CH:43]=[C:42]([CH2:50][N:51]6[CH2:56][CH2:55][N:54]([CH3:57])[CH2:53][CH2:52]6)[CH:41]=5)[CH:36]=[CH:37][C:38]=4[CH3:39])=[O:30])[CH:24]=3)=[O:22])[C:11]([NH:12][CH:13]3[CH2:14][CH2:15][O:16][CH2:17][CH2:18]3)=[C:6]2[CH:5]=[N:4]1)[CH3:2] |f:3.4|. Reported procedure: To a solution of N-{[1,6-diethyl-4-(tetrahydro-2H-pyran-4-ylamino)-1H-pyrazolo[3,4-b]pyridin-5-yl]methyl}-N′-[(3′-formyl-4-methyl-3-biphenylyl)methyl]-1,3-benzenedicarboxamide (100 mg, 0.15 mmol) in DCM (2 mL) was added 1-methyl piperazine (22.8 mg, 0.23 mmol), and AcOH (0.01 mL, 0.18 mmol) followed by NaBH(OAc)3 (64.3 mg, 0.30 mmol). The reaction mixture was stirred at RT overnight. The reaction was quenched with saturated NaHCO3 and extracted with DCM twice. The combined organic layers were wa... Reactants: O[C@H]1C2(CC2)CCN(C1)C(CCCN1C([C@@H](NCC1)C)=O)=O ((S)-1-[4-((S)-4-hydroxy-6-aza-spiro[2.5]oct-6-yl)-4-oxo-butyl]-3-methyl-piperazin-2-one), ClC1=C(C=C(C=C1)N=C=O)OC(F)(F)F (1-chloro-4-isocyanato-2-trifluoromethoxy-benzene), O[C@H]1C2(CC2)CCN(C1)C(CCCN1C([C@@H](NCC1)C)=O)=O ((S)-1-[4-((S)-4-hydroxy-6-aza-spiro[2.5]oct-6-yl)-4-oxo-butyl]-3-methyl-piperazin-2-one), ClC1=C(C=C(C=C1)N=C=O)OC(F)(F)F (1-chloro-4-isocyanato-2-trifluoromethoxy-benzene). The product is ClC1=C(C=C(C=C1)NC(=O)N1[C@H](C(N(CC1)CCCC(=O)N1C[C@H](C2(CC2)CC1)O)=O)C)OC(F)(F)F ((S)-4-[4-((S)-4-Hydroxy-6-aza-spiro[2.5]oct-6-yl)-4-oxo-butyl]-2-methyl-3-oxo-piperazine-1-carboxylic acid (4-chloro-3-trifluoromethoxy-phenyl)-amide). Yield: 67.0%. RXN SMILES: [OH:1][C@@H:2]1[CH2:9][N:8]([C:10](=[O:22])[CH2:11][CH2:12][CH2:13][N:14]2[CH2:19][CH2:18][NH:17][C@@H:16]([CH3:20])[C:15]2=[O:21])[CH2:7][CH2:6][C:3]21[CH2:5][CH2:4]2.[Cl:23][C:24]1[CH:29]=[CH:28][C:27]([N:30]=[C:31]=[O:32])=[CH:26][C:25]=1[O:33][C:34]([F:37])([F:36])[F:35]>>[Cl:23][C:24]1[CH:29]=[CH:28][C:27]([NH:30][C:31]([N:17]2[CH2:18][CH2:19][N:14]([CH2:13][CH2:12][CH2:11][C:10]([N:8]3[CH2:7][CH2:6][C:3]4([CH2:5][CH2:4]4)[C@H:2]([OH:1])[CH2:9]3)=[O:22])[C:15](=[O:21])[C@@H:16]2[CH3:20])=[O:32])=[CH:26][C:25]=1[O:33][C:34]([F:35])([F:37])[F:36]. Procedure details: In analogy to the procedure described in Example 30, (S)-1-[4-((S)-4-hydroxy-6-aza-spiro[2.5]oct-6-yl)-4-oxo-butyl]-3-methyl-piperazin-2-one (intermediate 13) and 1-chloro-4-isocyanato-2-trifluoromethoxy-benzene (intermediate 18) gave the titled compound in 67% yield as light brown foam. MS: 547.19 (MH+, 1Cl).